From a dataset of the Open Reaction Database (ORD), a public repository of structured organic reaction records. describe an organic reaction: reactants, conditions, products, and yield Starting materials: BrCc1ccccc1, CN(C)C=O, CCOCC, [Na+], [Na+], O=C([O-])[O-], O=C(O)Cc1ccc(CO)cc1. The product is O=C(Cc1ccc(CO)cc1)OCc1ccccc1. Reaction SMILES: [Br:7][CH2:8][c:9]1[cH:10][cH:11][cH:12][cH:13][cH:14]1.[CH3:27][N:28]([CH3:29])[CH:30]=[O:31].[CH3:32][CH2:33][O:34][CH2:35][CH3:36].[Na+:1].[Na+:2].[O-:3][C:4](=[O:5])[O-:6].[OH:15][CH2:16][c:17]1[cH:18][cH:19][c:20]([CH2:23][C:24](=[O:25])[OH:26])[cH:21][cH:22]1>>[CH2:8]([c:9]1[cH:10][cH:11][cH:12][cH:13][cH:14]1)[O:26][C:24]([CH2:23][c:20]1[cH:19][cH:18][c:17]([CH2:16][OH:15])[cH:22][cH:21]1)=[O:25]. Reactants: OCC=1C=CC=C2C(=CC=NC12)C (8-hydroxymethyl-4-methylquinoline), C(#N)[BH3-].[Na+] (Sodium cyanoborohydride), O (water). Solvent: C(=O)O (formic acid), O1CCCC1 (tetrahydrofuran). Yields the product CN1CC=C(C2=CC=CC(=C12)CO)C (1,4-dimethyl-8-hydroxymethyl-1,2-dihydroquinoline). Yield: 23.5%. As a reaction SMILES: [C:1]([BH3-])#N.[Na+].[OH:5][CH2:6][C:7]1[CH:8]=[CH:9][CH:10]=[C:11]2[C:16]=1[N:15]=[CH:14][CH:13]=[C:12]2[CH3:17].O>O1CCCC1.C(O)=O>[CH3:1][N:15]1[C:16]2[C:11](=[CH:10][CH:9]=[CH:8][C:7]=2[CH2:6][OH:5])[C:12]([CH3:17])=[CH:13][CH2:14]1 |f:0.1|. Procedure: Sodium cyanoborohydride (7.9 g) was dissolved in tetrahydrofuran (50 ml). After adding and dissolving 8-hydroxymethyl-4-methylquinoline (3.5 g) in the solution, formic acid (50 ml) was added dropwise thereto with stirring under ice-cooling in nitrogen stream. The mixture was stirred for 5 hours at room temperature. After completion of the reaction, water was added to the reaction mixture and the mixture was concentrated under reduced pressure. The resulting residue was adjusted to alkalinic with... Starting materials: ClC1=C(C=C(C=N1)C(=O)O)C1=CC=C(C=C1)Cl (6-chloro-5-(4-chlorophenyl)-3-pyridine carboxylic acid), O1CC(CC1)CO (tetrahydro-3-furanmethanol). The product is ClC1=CC=C(C=C1)C=1C(=NC=C(C(=O)O)C1)OCC1COCC1 (5-(4-chloro-phenyl)-6-(tetrahydro-furan-3-ylmethoxy)-nicotinic acid). Reaction SMILES: Cl[C:2]1[N:7]=[CH:6][C:5]([C:8]([OH:10])=[O:9])=[CH:4][C:3]=1[C:11]1[CH:16]=[CH:15][C:14]([Cl:17])=[CH:13][CH:12]=1.[O:18]1[CH2:22][CH2:21][CH:20]([CH2:23][OH:24])[CH2:19]1>>[Cl:17][C:14]1[CH:15]=[CH:16][C:11]([C:3]2[C:2]([O:24][CH2:23][CH:20]3[CH2:21][CH2:22][O:18][CH2:19]3)=[N:7][CH:6]=[C:5]([CH:4]=2)[C:8]([OH:10])=[O:9])=[CH:12][CH:13]=1. Procedure details: The title compound was synthesized in analogy to Example CI using 6-chloro-5-(4-chlorophenyl)-3-pyridine carboxylic acid (CAN 1012792-56-1) and tetrahydro-3-furanmethanol (CAN 15833-61-1) as starting materials; LC-MS (UV peak area/ESI) 91.6%, 334.0833 (M+H)+. Reactants: [N+](=O)([O-])C1=CC=C(C=C1)N1CCN(CC1)C1COC1 (1-(4-Nitrophenyl)-4-(oxetan-3-yl)piperazine). Product: O1CC(C1)N1CCN(CC1)C1=CC=C(N)C=C1 (4-(4-(Oxetan-3-yl)piperazin-1-yl)aniline). Reported procedure: A 250-mL round-bottomed flask was purged with nitrogen and charged with 117d (1.5 g, 5.7 mmol), 10% palladium on carbon (50% wet, 750 mg), and ethanol (60 mL). The flask was evacuated, charged with hydrogen gas, and stirred at room temperature for 15 h. The hydrogen was then evacuated and nitrogen charged into the flask. The catalyst was removed by filtration through a pad of Celite and the filtrate was concentrated under reduced pressure to afford 117e (1.2 g, 90%), which was used in the next s... The reagents and catalysts are [Pd] (palladium on carbon). Reaction SMILES: [N+:1]([C:4]1[CH:9]=[CH:8][C:7]([N:10]2[CH2:15][CH2:14][N:13]([CH:16]3[CH2:19][O:18][CH2:17]3)[CH2:12][CH2:11]2)=[CH:6][CH:5]=1)([O-])=O>[Pd].C(O)C>[O:18]1[CH2:19][CH:16]([N:13]2[CH2:12][CH2:11][N:10]([C:7]3[CH:8]=[CH:9][C:4]([NH2:1])=[CH:5][CH:6]=3)[CH2:15][CH2:14]2)[CH2:17]1. The solvent is C(C)O (ethanol). Conditions: time 15 hour. Isolated yield 90.2%. Starting materials: O=C([O-])[O-], [K+], [K+], CN(C)C=O, O=C1CCCCc2ccc(O)cc21, BrCc1ccc(-c2ccccc2)cc1. Yields the product O=C1CCCCc2ccc(OCc3ccc(-c4ccccc4)cc3)cc21. RXN SMILES: [C:14](=[O:15])([O-:16])[O-:17].[K+:18].[K+:19].[O:34]=[CH:35][N:36]([CH3:37])[CH3:38].[OH:1][c:2]1[cH:3][c:4]2[c:5]([cH:12][cH:13]1)[CH2:6][CH2:7][CH2:8][CH2:9][C:10]2=[O:11].[c:20]1(-[c:26]2[cH:27][cH:28][c:29]([CH2:30][Br:31])[cH:32][cH:33]2)[cH:21][cH:22][cH:23][cH:24][cH:25]1>>[O:1]([c:2]1[cH:3][c:4]2[c:5]([cH:12][cH:13]1)[CH2:6][CH2:7][CH2:8][CH2:9][C:10]2=[O:11])[CH2:30][c:29]1[cH:28][cH:27][c:26](-[c:20]2[cH:21][cH:22][cH:23][cH:24][cH:25]2)[cH:33][cH:32]1. The reactants are O=C(Cl)c1ccncc1, Cl, [H-], I, [Na+], C1CCOC1, Nc1nc2c(s1)COc1ccccc1-2. Yields the product O=C(Nc1nc2c(s1)COc1ccccc1-2)c1ccncc1. RXN SMILES: [C:19]([c:20]1[cH:21][cH:22][n:23][cH:24][cH:25]1)(=[O:26])[Cl:27].[ClH:18].[H-:1].[IH:3].[Na+:2].[O:28]1[CH2:29][CH2:30][CH2:31][CH2:32]1.[n:4]1[c:5]([NH2:17])[s:6][c:7]2[c:8]1-[c:9]1[cH:10][cH:11][cH:12][cH:13][c:14]1[O:15][CH2:16]2>>[n:4]1[c:5]([NH:17][C:19]([c:20]2[cH:21][cH:22][n:23][cH:24][cH:25]2)=[O:26])[s:6][c:7]2[c:8]1-[c:9]1[cH:10][cH:11][cH:12][cH:13][c:14]1[O:15][CH2:16]2. Reactants: CN1N(C(C(=C1)C=1C=C(C=CC1)C(F)(F)F)=O)C1=CC=CC=C1 (2-Methyl-1-phenyl-4-(α,α,α-trifluoro-3-tolyl)-3-pyrazolin-5-one), Cl.FC(C1=CC(=CC=C1)NN)(F)F (α,α,α-trifluoro-3-tolylhydrazine hydrochloride). Solvent: C(C)N(CC)CC (triethylamine). The product is FC(C1=CC(=CC=C1)N1NC=C(C1=O)C=1C=C(C=CC1)C(F)(F)F)(F)F (1,4-bis-(α,α,α-trifluoro-3-tolyl)-3-pyrazolin-5-one). Reaction SMILES: C[N:2]1[CH:6]=[C:5]([C:7]2[CH:8]=[C:9]([C:13]([F:16])([F:15])[F:14])[CH:10]=[CH:11][CH:12]=2)[C:4](=[O:17])[N:3]1[C:18]1[CH:23]=[CH:22][CH:21]=[CH:20][CH:19]=1.Cl.[F:25][C:26]([F:36])([F:35])C1C=CC=C(NN)C=1>C(N(CC)CC)C>[F:25][C:26]([F:36])([F:35])[C:20]1[CH:21]=[CH:22][CH:23]=[C:18]([N:3]2[C:4](=[O:17])[C:5]([C:7]3[CH:8]=[C:9]([C:13]([F:14])([F:15])[F:16])[CH:10]=[CH:11][CH:12]=3)=[CH:6][NH:2]2)[CH:19]=1 |f:1.2|. Procedure: A 3.5 gram portion of the atropic ester of Example 1 was reacted with 2.7 grams α,α,α-trifluoro-3-tolylhydrazine hydrochloride in the presence of triethylamine to produce 2.4 grams 1,4-bis-(α,α,α-trifluoro-3-tolyl)-3-pyrazolin-5-one, m.p. 207°-208° C. A 1.8 gram portion of the above pyrazolinone was alkylated with 2 grams methyl iodide to produce 1.25 grams of the desired product, m.p. 110°-111° C.